This data is from the Open Reaction Database (ORD), a public repository of structured organic reaction records. The task is: describe an organic reaction: reactants, conditions, products, and yield Reactants: C(C1=CC=CC=C1)(C1=CC=CC=C1)OC(=O)C=1N2C(C(C2SCC1CC(=O)C1=CC=CC=C1)NC(C(C=1N=C(SC1)NC(C1=CC=CC=C1)(C1=CC=CC=C1)C1=CC=CC=C1)=NOC)=O)=O (2-benzhydryloxycarbonyl-7-[2-methoxyimino-2-(2-tritylaminothiazol-4yl)-acetamido]-8-oxo-3-phenacyl-5-thia-1-azabicyclo[4.2.0]oct-2-ene). Run in O (water), C(=O)O (formic acid), O (water). Reaction conditions: temperature 45 celsius. The product is NC=1SC=C(N1)C(C(=O)NC1C2SCC(=C(N2C1=O)C(=O)O)CC(=O)C1=CC=CC=C1)=NOC (7-[2-(2-aminothiazol-4-yl)-2-methoxyiminoacetamido]-2-carboxy-8-oxo-3-phenacyl-5-thia-1-azabicyclo[4.2.0]oct-2-ene). Yield: 36.3%. RXN SMILES: C([O:14][C:15]([C:17]1[N:18]2[CH:21]([S:22][CH2:23][C:24]=1[CH2:25][C:26]([C:28]1[CH:33]=[CH:32][CH:31]=[CH:30][CH:29]=1)=[O:27])[CH:20]([NH:34][C:35](=[O:65])[C:36](=[N:62][O:63][CH3:64])[C:37]1[N:38]=[C:39]([NH:42]C(C3C=CC=CC=3)(C3C=CC=CC=3)C3C=CC=CC=3)[S:40][CH:41]=1)[C:19]2=[O:66])=[O:16])(C1C=CC=CC=1)C1C=CC=CC=1>C(O)=O.O>[NH2:42][C:39]1[S:40][CH:41]=[C:37]([C:36](=[N:62][O:63][CH3:64])[C:35]([NH:34][CH:20]2[C:19](=[O:66])[N:18]3[CH:21]2[S:22][CH2:23][C:24]([CH2:25][C:26]([C:28]2[CH:29]=[CH:30][CH:31]=[CH:32][CH:33]=2)=[O:27])=[C:17]3[C:15]([OH:16])=[O:14])=[O:65])[N:38]=1. Reported procedure: The syn isomer of 2-benzhydryloxycarbonyl-7-[2-methoxyimino-2-(2-tritylaminothiazol-4yl)-acetamido]-8-oxo-3-phenacyl-5-thia-1-azabicyclo[4.2.0]oct-2-ene (2.7 g) is dissolved in formic acid (55 cc) at 20° C. Distilled water (11 cc) is added and the mixture is heated for 15 minutes at 45° C. The mixture is cooled to 20° C., diluted with water (44 cc) and filtered. The filtrate is concentrated to dryness under reduced pressure (5 mm Hg; 0.67 kPa) at 20° C. The residue is taken up in ethanol (3×50 c... The reactants are COC1=C(C2=C(CCNCC2)C=C1OC)SC1=CC=CC=C1 (7,8-dimethoxy-6-phenylthio-2,3,4,5-tetrahydro-1H-3-benzazepine), C(Cl)Cl (methylene chloride), C1(CC1)C(=O)Cl (cyclopropanecarboxylic acid chloride). Solvent: C(C)N(CC)CC (triethylamine). Product: C1(CC1)C(=O)N1CCC2=C(CC1)C=C(C(=C2SC2=CC=CC=C2)OC)OC (3-cyclopropanecarbonyl-7,8-dimethoxy-6-phenylthio-2,3,4,5-tetrahydro-1H-3-benzazepine). RXN SMILES: [CH3:1][O:2][C:3]1[C:13]([O:14][CH3:15])=[CH:12][C:6]2[CH2:7][CH2:8][NH:9][CH2:10][CH2:11][C:5]=2[C:4]=1[S:16][C:17]1[CH:22]=[CH:21][CH:20]=[CH:19][CH:18]=1.C(Cl)Cl.[CH:26]1([C:29](Cl)=[O:30])[CH2:28][CH2:27]1>C(N(CC)CC)C>[CH:26]1([C:29]([N:9]2[CH2:8][CH2:7][C:6]3[CH:12]=[C:13]([O:14][CH3:15])[C:3]([O:2][CH3:1])=[C:4]([S:16][C:17]4[CH:22]=[CH:21][CH:20]=[CH:19][CH:18]=4)[C:5]=3[CH2:11][CH2:10]2)=[O:30])[CH2:28][CH2:27]1. Procedure details: To a solution of 1.58 g. (0.005 mole) of 7,8-dimethoxy-6-phenylthio-2,3,4,5-tetrahydro-1H-3-benzazepine in 25 ml. of methylene chloride and 1.0 g. of triethylamine is added dropwise 1.05 g. (0.010 mole) of cyclopropanecarboxylic acid chloride at 5° C. and the mixture is stirred at room temperature for 3 hours. The reaction mixture is filtered and the filtrate is washed with water, 5% potassium carbonate solution and then with water, dried and subsequently concentrated to give 3-cyclopropanecarbo...